This data is from the Open Reaction Database (ORD), a public repository of structured organic reaction records. The task is: describe an organic reaction: reactants, conditions, products, and yield Reactants: CC=1C=C(CCBr)C=CC1 (3-methylphenethyl bromide), CN (methylamine). Run at temperature 80 celsius. Product: CC=1C=C(CCCN)C=CC1 (N-(3-Methylphenethyl)methylamine). As a reaction SMILES: [CH3:1][C:2]1[CH:3]=[C:4]([CH:8]=[CH:9][CH:10]=1)[CH2:5][CH2:6]Br.[CH3:11][NH2:12]>>[CH3:1][C:2]1[CH:3]=[C:4]([CH:8]=[CH:9][CH:10]=1)[CH2:5][CH2:6][CH2:11][NH2:12]. Procedure: A mixture of 3-methylphenethyl bromide (2.22 g) and 33% ethanolic methylamine solution (30 ml) was heated in a bomb at 80° C. for 16 hours and evaporated. The residue was partitioned between water and dichloromethane and the organic layer dried over MgSO4 and evaporated. The residue was purified by 421 chromatography on silica using dichloromethane plus 0-10% methanol as eluant. Appropriate fractions were combined and evaporated to give the title compound as a colourless oil, 0.44 g (27%), which... Reactants: N1N=CN=C1 (1,2,4-triazole), ClC=1N=C(C2=C(N1)SC1=C2CCCC1)NCC1=CC2=C(C=C1)OCCO2 (2-chloro-5,6,7,8-tetrahydro-4-(3,4-ethylendioxybenzylamino)-[1]-benzothieno-[2,3-d]-pyrimidine). Product: N1(N=CN=C1)C=1N=C(C2=C(N1)SC1=C2CCCC1)NCC1=CC2=C(C=C1)OCCO2 (2-(1,2,4-triazol-1-yl)-5,6,7,8-tetrahydro-4-(3,4-ethylendioxybenzylamino)-[1]-benzothieno-[2,3-d]-pyrimidine). Reaction SMILES: [NH:1]1[CH:5]=[N:4][CH:3]=[N:2]1.Cl[C:7]1[N:8]=[C:9]([NH:20][CH2:21][C:22]2[CH:27]=[CH:26][C:25]3[O:28][CH2:29][CH2:30][O:31][C:24]=3[CH:23]=2)[C:10]2[C:15]3[CH2:16][CH2:17][CH2:18][CH2:19][C:14]=3[S:13][C:11]=2[N:12]=1>>[N:1]1([C:7]2[N:8]=[C:9]([NH:20][CH2:21][C:22]3[CH:27]=[CH:26][C:25]4[O:28][CH2:29][CH2:30][O:31][C:24]=4[CH:23]=3)[C:10]3[C:15]4[CH2:16][CH2:17][CH2:18][CH2:19][C:14]=4[S:13][C:11]=3[N:12]=2)[CH:5]=[N:4][CH:3]=[N:2]1. Procedure details: Following the procedure of Example 97, the reaction of 1,2,4-triazole with 2-chloro-5,6,7,8-tetrahydro-4-(3,4-ethylendioxybenzylamino)-[1]-benzothieno-[2,3-d]-pyrimidine gives 2-(1,2,4-triazol-1-yl)-5,6,7,8-tetrahydro-4-(3,4-ethylendioxybenzylamino)-[1]-benzothieno-[2,3-d]-pyrimidine. Reactants: CCO, CCOC(C)=O, COC(=O)COc1nc(C)ncc1Oc1cc(-n2c(=O)cc(C(F)(F)F)n(C)c2=O)c(F)cc1[N+](=O)[O-], O=[Pt]. The product is COC(=O)COc1nc(C)ncc1Oc1cc(-n2c(=O)cc(C(F)(F)F)n(C)c2=O)c(F)cc1N. Reaction SMILES: [CH3:38][CH2:39][OH:40].[CH3:43][CH2:44][O:45][C:46](=[O:47])[CH3:48].[F:1][c:2]1[cH:3][c:4]([N+:35]([O-:36])=[O:37])[c:5]([O:6][c:7]2[c:8]([O:14][CH2:15][C:16](=[O:17])[O:18][CH3:19])[n:9][c:10]([CH3:13])[n:11][cH:12]2)[cH:20][c:21]1-[n:22]1[c:23](=[O:34])[n:24]([CH3:33])[c:25]([C:29]([F:30])([F:31])[F:32])[cH:26][c:27]1=[O:28].[Pt:41]=[O:42]>>[F:1][c:2]1[cH:3][c:4]([NH2:35])[c:5]([O:6][c:7]2[c:8]([O:14][CH2:15][C:16](=[O:17])[O:18][CH3:19])[n:9][c:10]([CH3:13])[n:11][cH:12]2)[cH:20][c:21]1-[n:22]1[c:23](=[O:34])[n:24]([CH3:33])[c:25]([C:29]([F:30])([F:31])[F:32])[cH:26][c:27]1=[O:28]. Reactants: C1(=CC=C(C=C1)S(=O)(=O)N1C(=NC=C1)CCS(=O)(=O)[O-])C (((N-p-Toluenesulfonyl)imidazol-2-yl)methylmethanesulfonate), Cl.FC(C=1C=C(C=C(C1)C(F)(F)F)CO[C@H]1[C@H](N(CCC1)CC=1C=[NH+]C=CC1)C1=CC=CC=C1)(F)F (3[{(2R*,3R*)-3-((3,5-Bis(trifluoromethyl)phenyl)methyloxy)-2-phenylpiperidino}methyl]pyridinium Hydrochloride), C([O-])([O-])=O.[K+].[K+] (potassium carbonate). Solvent: CN(C=O)C (dimethylformamide), O (water). Reaction conditions: temperature 100 celsius. Yields the product Cl.Cl.FC(C=1C=C(C=C(C1)C(F)(F)F)CO[C@@H]1[C@@H](N(CCC1)CC=1N(C=CN1)S(=O)(=O)C1=CC=C(C=C1)C)C1=CC=CC=C1)(F)F (2-[{(2S,3S)-3-((3,5-Bis(trifluoromethyl)phenyl)methyloxy)-2-phenylpiperidino}methyl]-1-(p-toluenesulfonyl)imidazole dihydrochloride). As a reaction SMILES: [C:1]1([CH3:21])[CH:6]=[CH:5][C:4]([S:7]([N:10]2[CH:14]=[CH:13][N:12]=[C:11]2[CH2:15]CS([O-])(=O)=O)(=[O:9])=[O:8])=[CH:3][CH:2]=1.[ClH:22].[F:23][C:24]([F:57])([F:56])[C:25]1[CH:26]=[C:27]([CH2:35][O:36][C@@H:37]2[CH2:42][CH2:41][CH2:40][N:39](CC3C=[NH+]C=CC=3)[C@@H:38]2[C:50]2[CH:55]=[CH:54][CH:53]=[CH:52][CH:51]=2)[CH:28]=[C:29]([C:31]([F:34])([F:33])[F:32])[CH:30]=1.C(=O)([O-])[O-].[K+].[K+]>CN(C)C=O.O>[ClH:22].[ClH:22].[F:33][C:31]([F:32])([F:34])[C:29]1[CH:28]=[C:27]([CH2:35][O:36][C@H:37]2[CH2:42][CH2:41][CH2:40][N:39]([CH2:15][C:11]3[N:10]([S:7]([C:4]4[CH:5]=[CH:6][C:1]([CH3:21])=[CH:2][CH:3]=4)(=[O:9])=[O:8])[CH:14]=[CH:13][N:12]=3)[C@H:38]2[C:50]2[CH:55]=[CH:54][CH:53]=[CH:52][CH:51]=2)[CH:26]=[C:25]([C:24]([F:57])([F:23])[F:56])[CH:30]=1 |f:1.2,3.4.5,8.9.10|. Procedure details: ((N-p-Toluenesulfonyl)imidazol-2-yl)methylmethanesulfonate (1.6 g) was added to a suspension of the compound of Description 3 (2.47 g) and potassium carbonate (800 mg) in dimethylformamide (10 ml) and the resulting mixture was heated at 100° C. for 2 h. The mixture was cooled, diluted with water (100 ml) and extracted with ethyl acetate (3×20 ml). The organic extracts were combined, washed with brine, dried (MgSO4) and concentrated in vacuo. This afforded a colourless oil which was purified by c... Reactants: C(CCC)[C@@H]1CC[C@H](CC1)CCO (2-(trans-4'-butylcyclohexyl)ethanol), P(Br)(Br)Br (PBr3), P(Br)(Br)Br (PBr3), ice water. Product: C(CCC)[C@@H]1CC[C@H](CC1)CCBr (2-(trans-4'-butylcyclohexyl)-1-bromoethane). Isolated yield 144.4%. Reaction SMILES: [CH2:1]([C@H:5]1[CH2:10][CH2:9][C@H:8]([CH2:11][CH2:12]O)[CH2:7][CH2:6]1)[CH2:2][CH2:3][CH3:4].P(Br)(Br)[Br:15]>>[CH2:1]([C@H:5]1[CH2:10][CH2:9][C@H:8]([CH2:11][CH2:12][Br:15])[CH2:7][CH2:6]1)[CH2:2][CH2:3][CH3:4]. Reported procedure: 31 g (0.17 mol) of 2-(trans-4'-butylcyclohexyl)ethanol was given dropwise addition of 23 g (0.09 mol) of PBr3 while stirring at room temperature, after which it was stirred for 1 hour on a 70° C. hot water bath. The reactant was cooled to room temperature, poured into ice water to decompose the excess PBr3, the oily layer was taken off, and the water layer was extracted with chloroform and combined with the oily layer and washed with water. The chloroform was removed, and the remaining oily subs... Starting materials: C(C=1C(O)=CC=CC1)(=O)OC (methyl salicylate), OC1=CC=C(C=C1)CCC(=O)OC (methyl 3-(4-hydroxyphenyl)propionate). Yields the product O1C(COC2=C(C(=O)OC)C=CC=C2)C1 (Methyl 2-(2,3-Epoxypropoxy)benzoate). As a reaction SMILES: [C:1]([O:10][CH3:11])(=[O:9])[C:2]1[C:3](=[CH:5][CH:6]=[CH:7][CH:8]=1)[OH:4].OC1C=CC(C[CH2:20][C:21]([O:23][CH3:24])=O)=CC=1>>[O:23]1[CH2:24][CH:21]1[CH2:20][O:4][C:3]1[CH:5]=[CH:6][CH:7]=[CH:8][C:2]=1[C:1]([O:10][CH3:11])=[O:9]. Procedure: The procedure of Example VII for producing methyl 3-[4-(2,3-epoxypropoxy)phenyl]propionate was repeated in all essential details, except methyl salicylate was substituted for methyl 3-(4-hydroxyphenyl)propionate. The boiling point of the product was 148° (p=75μ). The NMR spectrum was consistent with the assigned structure and the elemental analysis with the formula C11H12O4. The reactants are CCCCCCCCCCCCCCCCOOCC(COBr)OOCCCCCCCCCCCCCCCC, CNC, CCOC(C)=O, CCCCCC, ClC(Cl)Cl. The product is CCCCCCCCCCCCCCCCOOCC(CON(C)C)OOCCCCCCCCCCCCCCCC. As a reaction SMILES: [Br:1][O:2][CH2:3][CH:4]([CH2:5][O:6][O:7][CH2:8][CH2:9][CH2:10][CH2:11][CH2:12][CH2:13][CH2:14][CH2:15][CH2:16][CH2:17][CH2:18][CH2:19][CH2:20][CH2:21][CH2:22][CH3:23])[O:24][O:25][CH2:26][CH2:27][CH2:28][CH2:29][CH2:30][CH2:31][CH2:32][CH2:33][CH2:34][CH2:35][CH2:36][CH2:37][CH2:38][CH2:39][CH2:40][CH3:41].[CH3:42][NH:43][CH3:44].[CH3:45][CH2:46][O:47][C:48](=[O:49])[CH3:50].[CH3:55][CH2:56][CH2:57][CH2:58][CH2:59][CH3:60].[CH:51]([Cl:52])([Cl:53])[Cl:54]>>[O:2]([CH2:3][CH:4]([CH2:5][O:6][O:7][CH2:8][CH2:9][CH2:10][CH2:11][CH2:12][CH2:13][CH2:14][CH2:15][CH2:16][CH2:17][CH2:18][CH2:19][CH2:20][CH2:21][CH2:22][CH3:23])[O:24][O:25][CH2:26][CH2:27][CH2:28][CH2:29][CH2:30][CH2:31][CH2:32][CH2:33][CH2:34][CH2:35][CH2:36][CH2:37][CH2:38][CH2:39][CH2:40][CH3:41])[N:43]([CH3:42])[CH3:44].